This data is from the Open Reaction Database (ORD), a public repository of structured organic reaction records. The task is: describe an organic reaction: reactants, conditions, products, and yield The reactants are C1CCNCC1, C1CCOC1, CC(=O)O, CC(=O)C(F)(F)F, O=CC=CC=Cc1ccccc1. Product: O=C(C=CC=CC=Cc1ccccc1)C(F)(F)F. RXN SMILES: [CH2:17]1[CH2:18][CH2:19][NH:20][CH2:21][CH2:22]1.[CH2:30]1[O:31][CH2:32][CH2:33][CH2:34]1.[CH3:13][C:14](=[O:15])[OH:16].[F:23][C:24]([C:25](=[O:26])[CH3:27])([F:28])[F:29].[c:1]1([CH:7]=[CH:8][CH:9]=[CH:10][CH:11]=[O:12])[cH:2][cH:3][cH:4][cH:5][cH:6]1>>[c:1]1([CH:7]=[CH:8][CH:9]=[CH:10][CH:11]=[CH:27][C:25]([C:24]([F:23])([F:28])[F:29])=[O:26])[cH:2][cH:3][cH:4][cH:5][cH:6]1. The reactants are C(C)N (ethylamine), CC=1N=C(SC1C1=NC=CC(=C1)C)NC(SCC)=N (N-(4-methyl-5-(4-methylpyridin-2-yl)thiazol-2-yl)-S-ethylisothiourea), steel. As a reaction SMILES: [CH2:1]([NH2:3])[CH3:2].[CH3:4][C:5]1[N:6]=[C:7]([NH:17][C:18](=[NH:22])SCC)[S:8][C:9]=1[C:10]1[CH:15]=[C:14]([CH3:16])[CH:13]=[CH:12][N:11]=1>C(O)C>[CH2:1]([NH:3][C:18]([NH:17][C:7]1[S:8][C:9]([C:10]2[CH:15]=[C:14]([CH3:16])[CH:13]=[CH:12][N:11]=2)=[C:5]([CH3:4])[N:6]=1)=[NH:22])[CH3:2]. Product: C(C)NC(=N)NC=1SC(=C(N1)C)C1=NC=CC(=C1)C (N-ethyl-N′-(4-methyl-5-(4-methylpyridin-2-yl)-thiazol-2-yl)guanidine). Procedure details: To a solution of ethylamine in ethanol (20% w/w, 10 ml) was added N-(4-methyl-5-(4-methylpyridin-2-yl)thiazol-2-yl)-S-ethylisothiourea (292 mg), and the mixture was heated in a steel autoclave at 110° C. for 17 hours. The mixture was evaporated under reduced pressure and crystallized from ethanol. The precipitate was collected by filtration to give N-ethyl-N′-(4-methyl-5-(4-methylpyridin-2-yl)-thiazol-2-yl)guanidine (124 mg). The solvent is C(C)O (ethanol). The reactants are N1(C=NC=C1)C(C=1C=C(C(=CC1)N)N)C1=CC=CC=C1 (4-[(1H-imidazol-1-yl)phenylmethyl]-1,2-benzenediamine), COC(OC)(OC)OC (tetramethoxymethane), C(C)(=O)O (acetic acid). Run in ClCCl (dichloromethane). The product is N1(C=NC=C1)C(C1=CC2=C(NC(=N2)OC)C=C1)C1=CC=CC=C1 (5-[(1H-imidazol-1-yl)phenylmethyl]-2-methoxy-1H-benzimidazole). Isolated yield 32.8%. Reaction SMILES: [N:1]1([CH:6]([C:15]2[CH:20]=[CH:19][CH:18]=[CH:17][CH:16]=2)[C:7]2[CH:8]=[C:9]([NH2:14])[C:10]([NH2:13])=[CH:11][CH:12]=2)[CH:5]=[CH:4][N:3]=[CH:2]1.[CH3:21][O:22][C:23](OC)(OC)OC.C(O)(=O)C>ClCCl>[N:1]1([CH:6]([C:15]2[CH:16]=[CH:17][CH:18]=[CH:19][CH:20]=2)[C:7]2[CH:12]=[CH:11][C:10]3[NH:13][C:21]([O:22][CH3:23])=[N:14][C:9]=3[CH:8]=2)[CH:5]=[CH:4][N:3]=[CH:2]1. Reported procedure: A mixture of 2.6 parts of 4-[(1H-imidazol-1-yl)phenylmethyl]-1,2-benzenediamine, 10 parts of tetramethoxymethane, 0.6 parts of acetic acid and 6.5 parts of dichloromethane was stirred over weekend at room temperature. After evaporation, the residue was treated with ammonium hydroxide. The product was extracted with dichloromethane. The extract was dried, filtered and evaporated. The residue was purified by column chromatography over silica gel using a mixture of trichloromethane and methanol (90... Reactants: [Br-], FC(F)(F)c1ccc(OCc2nc3cc(Br)ccc3[nH]2)cc1, CS(=O)(=O)c1ccccc1B(O)O, CCCC[N+](CCCC)(CCCC)CCCC, COCCOC, [Na+], [Na+], O=C([O-])[O-], O. The product is CS(=O)(=O)c1ccccc1-c1ccc2[nH]c(COc3ccc(C(F)(F)F)cc3)nc2c1. As a reaction SMILES: [Br-:42].[Br:1][c:2]1[cH:3][c:4]2[c:5]([nH:6][c:7]([CH2:9][O:10][c:11]3[cH:12][cH:13][c:14]([C:17]([F:18])([F:19])[F:20])[cH:15][cH:16]3)[n:8]2)[cH:21][cH:22]1.[CH3:23][S:24](=[O:25])(=[O:26])[c:27]1[c:28]([B:33]([OH:34])[OH:35])[cH:29][cH:30][cH:31][cH:32]1.[CH3:43][CH2:44][CH2:45][CH2:46][N+:47]([CH2:48][CH2:49][CH2:50][CH3:51])([CH2:52][CH2:53][CH2:54][CH3:55])[CH2:56][CH2:57][CH2:58][CH3:59].[CH3:60][O:61][CH2:62][CH2:63][O:64][CH3:65].[Na+:36].[Na+:37].[O-:38][C:39](=[O:40])[O-:41].[OH2:66]>>[c:2]1(-[c:28]2[c:27]([S:24]([CH3:23])(=[O:25])=[O:26])[cH:32][cH:31][cH:30][cH:29]2)[cH:3][c:4]2[c:5]([nH:6][c:7]([CH2:9][O:10][c:11]3[cH:12][cH:13][c:14]([C:17]([F:18])([F:19])[F:20])[cH:15][cH:16]3)[n:8]2)[cH:21][cH:22]1. The reactants are C(C)(C)(C)P(C1=C(C(=CC=C1OC)OC)C1=C(C=C(C=C1C(C)C)C(C)C)C(C)C)C(C)(C)C (di-tert-butyl(2′,4′,6′-triisopropyl-3,6-dimethoxybiphenyl-2-yl)phosphine), [O-]P(=O)([O-])[O-].[K+].[K+].[K+] (potassium phosphate tribasic), FC(C(C(C(F)(F)F)(F)F)(F)F)(S(=O)(=O)OC1=CC2=CC=C(C=C2C=C1)C1=C(C(=CC(=C1)N1C(NC(C=C1)=O)=O)C(C)(C)C)OC)F (6-(3-tert-Butyl-5-(2,4-dioxo-3,4-dihydropyrimidin-1(2H)-yl)-2-methoxyphenyl)naphthalen-2-yl 1,1,2,2,3,3,4,4,4-nonafluorobutane-1-sulfonate), CS(=O)(=O)N (methanesulfonamide), C(C)(C)(CC)O (t-amyl alcohol), C(C)(C)(CC)O (t-Amyl alcohol). The reagents and catalysts are C=1C=CC(=CC1)/C=C/C(=O)/C=C/C2=CC=CC=C2.C=1C=CC(=CC1)/C=C/C(=O)/C=C/C2=CC=CC=C2.C=1C=CC(=CC1)/C=C/C(=O)/C=C/C2=CC=CC=C2.[Pd].[Pd] (Tris(dibenzylideneacetone)dipalladium(0)). Conditions: temperature 80 celsius, time 30 minute. The product is C(C)(C)(C)C=1C(=C(C=C(C1)N1C(NC(C=C1)=O)=O)C=1C=C2C=CC(=CC2=CC1)NS(=O)(=O)C)OC (N-(6-(3-tert-butyl-5-(2,4-dioxo-3,4-dihydropyrimidin-1(2H)-yl)-2-methoxyphenyl)naphthalen-2-yl)methanesulfonamide). As a reaction SMILES: C(P(C(C)(C)C)C1C(OC)=CC=C(OC)C=1C1C(C(C)C)=CC(C(C)C)=CC=1C(C)C)(C)(C)C.[O-]P([O-])([O-])=O.[K+].[K+].[K+].C(O)(CC)(C)C.FC(F)(S(O[C:65]1[CH:74]=[CH:73][C:72]2[C:67](=[CH:68][CH:69]=[C:70]([C:75]3[CH:80]=[C:79]([N:81]4[CH:86]=[CH:85][C:84](=[O:87])[NH:83][C:82]4=[O:88])[CH:78]=[C:77]([C:89]([CH3:92])([CH3:91])[CH3:90])[C:76]=3[O:93][CH3:94])[CH:71]=2)[CH:66]=1)(=O)=O)C(F)(F)C(F)(F)C(F)(F)F.[CH3:96][S:97]([NH2:100])(=[O:99])=[O:98]>C1C=CC(/C=C/C(/C=C/C2C=CC=CC=2)=O)=CC=1.C1C=CC(/C=C/C(/C=C/C2C=CC=CC=2)=O)=CC=1.C1C=CC(/C=C/C(/C=C/C2C=CC=CC=2)=O)=CC=1.[Pd].[Pd]>[C:89]([C:77]1[C:76]([O:93][CH3:94])=[C:75]([C:70]2[CH:71]=[C:72]3[C:67](=[CH:68][CH:69]=2)[CH:66]=[C:65]([NH:100][S:97]([CH3:96])(=[O:99])=[O:98])[CH:74]=[CH:73]3)[CH:80]=[C:79]([N:81]2[CH:86]=[CH:85][C:84](=[O:87])[NH:83][C:82]2=[O:88])[CH:78]=1)([CH3:91])([CH3:90])[CH3:92] |f:1.2.3.4,8.9.10.11.12|. Reported procedure: Tris(dibenzylideneacetone)dipalladium(0) (0.0066 g, 7.16 μmol), di-tert-butyl(2′,4′,6′-triisopropyl-3,6-dimethoxybiphenyl-2-yl)phosphine (0.0083 g, 17 μmol) and milled potassium phosphate tribasic (0.334 g, 1.58 mmol) were charged to a 40-mL reaction vial inside an inert atmosphere glove box. t-Amyl alcohol (4 mL) was added, the vial was capped, and the contents were heated to 80° C. and stirred at this temperature for 30 minutes. The reaction mixture was cooled down to the room temperature. 6-(... Reactants: CC1(C)OCC(Cc2cnc3[nH]c(C(CC4CCCC4)c4ccc(S(C)(=O)=O)cc4)cc3c2)O1, Cl, C1CCOC1. Yields the product CS(=O)(=O)c1ccc(C(CC2CCCC2)c2cc3cc(CC(O)CO)cnc3[nH]2)cc1. As a reaction SMILES: [CH:1]1([CH2:6][CH:7]([c:8]2[cH:9][cH:10][c:11]([S:14](=[O:15])(=[O:16])[CH3:17])[cH:12][cH:13]2)[c:18]2[cH:19][c:20]3[c:21]([n:22][cH:23][c:24]([CH2:26][CH:27]4[O:28][C:29]([CH3:32])([CH3:33])[O:30][CH2:31]4)[cH:25]3)[nH:34]2)[CH2:2][CH2:3][CH2:4][CH2:5]1.[ClH:35].[O:36]1[CH2:37][CH2:38][CH2:39][CH2:40]1>>[CH:1]1([CH2:6][CH:7]([c:8]2[cH:9][cH:10][c:11]([S:14](=[O:15])(=[O:16])[CH3:17])[cH:12][cH:13]2)[c:18]2[cH:19][c:20]3[c:21]([n:22][cH:23][c:24]([CH2:26][CH:27]([OH:28])[CH2:31][OH:30])[cH:25]3)[nH:34]2)[CH2:2][CH2:3][CH2:4][CH2:5]1. Reactants: COCCOc1cc(NC(=O)OC(C)(C)C)c(NC(=O)CC(=O)c2cccc(-c3ccnc(C#N)c3)c2)cc1C(F)(F)F, ClCCl, O=C(O)C(F)(F)F. RXN SMILES: [C:1]([O:2][C:3](=[O:4])[NH:7][c:8]1[c:9]([NH:23][C:24]([CH2:25][C:26](=[O:5])[c:28]2[cH:29][c:30](-[c:34]3[cH:35][c:36]([C:40]#[N:41])[n:37][cH:38][cH:39]3)[cH:31][cH:32][cH:33]2)=[O:42])[cH:10][c:11]([C:19]([F:20])([F:21])[F:22])[c:12]([O:14][CH2:15][CH2:16][O:17][CH3:18])[cH:13]1)([CH3:6])([CH3:27])[CH3:43].[Cl:51][CH2:52][Cl:53].[F:44][C:45]([F:46])([F:47])[C:48]([OH:49])=[O:50]>>[N:7]1=[C:26]([c:28]2[cH:29][c:30](-[c:34]3[cH:35][c:36]([C:40]#[N:41])[n:37][cH:38][cH:39]3)[cH:31][cH:32][cH:33]2)[CH2:25][C:24](=[O:42])[NH:23][c:9]2[c:8]1[cH:13][c:12]([O:14][CH2:15][CH2:16][O:17][CH3:18])[c:11]([C:19]([F:20])([F:21])[F:22])[cH:10]2. The product is COCCOc1cc2c(cc1C(F)(F)F)NC(=O)CC(c1cccc(-c3ccnc(C#N)c3)c1)=N2.